This data is from the Open Reaction Database (ORD), a public repository of structured organic reaction records. The task is: describe an organic reaction: reactants, conditions, products, and yield The reactants are Cc1c(C(=O)O)oc2ccccc12, C#Cc1cccc(N)c1. The reagents and catalysts are CN(C)C(=[N+](C)C)F.F[P-](F)(F)(F)(F)F (TFFH), CCN(C(C)C)C(C)C (DIPEA). The solvent is CN(C)C=O (DMF), CN(C)C=O (DMF), CN(C)C=O (DMF), CN(C)C=O (DMF), CN(C)C=O (DMF), CN(C)C=O (DMF). Reaction conditions: temperature 25 celsius, time 2 hour. Yields the product C#Cc1cccc(NC(=O)c2oc3ccccc3c2C)c1. The yield is 0.3%. Reaction SMILES: C#Cc1cccc(N)c1.Cc1c(C(=O)O)oc2ccccc12.CN(C)C(=[N+](C)C)F.F[P-](F)(F)(F)(F)F.CCN(C(C)C)C(C)C.CN(C)C=O>>C#Cc1cccc(NC(=O)c2oc3ccccc3c2C)c1. The reactants are CN(C1CCOCC1)CC1=CC=C(N)C=C1 (4-[[N-methyl-N-(tetrahydropyran-4-yl)amino]methyl]aniline), C(CCC)OCCOC1=CC=C(C=C1)C1=CC2=C(N(CCC(=C2)C(=O)O)CC(C)C)N=C1 (3-[4-(2-butoxyethoxy)phenyl]-9-isobutyl-8,9-dihydro-7H-pyrido[2,3-b]azepine-6-carboxylic acid), CN(C)C=O (DMF), C(C(=O)Cl)(=O)Cl (oxalyl chloride). Solvent: N1=CC=CC=C1 (pyridine), ClCCl (dichloromethane), O (water). Conditions: time 1 hour. The product is C(CCC)OCCOC1=CC=C(C=C1)C1=CC2=C(N(CCC(=C2)C(=O)NC2=CC=C(C=C2)CN(C2CCOCC2)C)CC(C)C)N=C1 (3-[4-(2-butoxyethoxy)phenyl]-9-isobutyl-N-[4-[[methyl(tetrahydro-2H-pyran-4-yl)amino]methyl]phenyl]-8,9-dihydro-7H-pyrido[2,3-b]azepine-6-carboxamide). Isolated yield 87.9%. RXN SMILES: [CH2:1]([O:5][CH2:6][CH2:7][O:8][C:9]1[CH:14]=[CH:13][C:12]([C:15]2[CH:32]=[N:31][C:18]3[N:19]([CH2:27][CH:28]([CH3:30])[CH3:29])[CH2:20][CH2:21][C:22]([C:24](O)=[O:25])=[CH:23][C:17]=3[CH:16]=2)=[CH:11][CH:10]=1)[CH2:2][CH2:3][CH3:4].CN(C=O)C.C(Cl)(=O)C(Cl)=O.[CH3:44][N:45]([CH2:52][C:53]1[CH:59]=[CH:58][C:56]([NH2:57])=[CH:55][CH:54]=1)[CH:46]1[CH2:51][CH2:50][O:49][CH2:48][CH2:47]1>ClCCl.N1C=CC=CC=1.O>[CH2:1]([O:5][CH2:6][CH2:7][O:8][C:9]1[CH:10]=[CH:11][C:12]([C:15]2[CH:32]=[N:31][C:18]3[N:19]([CH2:27][CH:28]([CH3:29])[CH3:30])[CH2:20][CH2:21][C:22]([C:24]([NH:57][C:56]4[CH:58]=[CH:59][C:53]([CH2:52][N:45]([CH3:44])[CH:46]5[CH2:51][CH2:50][O:49][CH2:48][CH2:47]5)=[CH:54][CH:55]=4)=[O:25])=[CH:23][C:17]=3[CH:16]=2)=[CH:13][CH:14]=1)[CH2:2][CH2:3][CH3:4]. Procedure details: To a solution of 3-[4-(2-butoxyethoxy)phenyl]-9-isobutyl-8,9-dihydro-7H-pyrido[2,3-b]azepine-6-carboxylic acid (130 mg) in dichloromethane (10 ml) were added a drop of DMF. Then, oxalyl chloride (0.034 ml) was added thereto, and the mixture was stirred for 1 hour under a nitrogen atmosphere. The resulting solution was added dropwise to a solution of 4-[[N-methyl-N-(tetrahydropyran-4-yl)amino]methyl]aniline (85 mg) in pyridine (10 ml) at 0° C. under a nitrogen atmosphere. The resulting mixture wa... The reactants are BrCC(=O)OC(C)(C)C (tert-Butyl bromoacetate), [H-].[Na+] (Sodium hydride), ice, O[C@H]1CN(CC1)C(=O)OC(C)(C)C (tert-butyl (3R)-3-hydroxypyrrolidine-1-carboxylate). Run in O1CCCC1 (tetrahydrofuran). Conditions: time 20 minute. The product is C(C)(C)(C)OC(CO[C@H]1CN(CC1)C(=O)OC(C)(C)C)=O (tert-Butyl (3R)-3-(2-tert-butoxy-2-oxoethoxy)pyrrolidine-1-carboxylate). Reaction SMILES: [H-].[Na+].[OH:3][C@@H:4]1[CH2:8][CH2:7][N:6]([C:9]([O:11][C:12]([CH3:15])([CH3:14])[CH3:13])=[O:10])[CH2:5]1.Br[CH2:17][C:18]([O:20][C:21]([CH3:24])([CH3:23])[CH3:22])=[O:19]>O1CCCC1>[C:21]([O:20][C:18](=[O:19])[CH2:17][O:3][C@@H:4]1[CH2:8][CH2:7][N:6]([C:9]([O:11][C:12]([CH3:15])([CH3:14])[CH3:13])=[O:10])[CH2:5]1)([CH3:24])([CH3:23])[CH3:22] |f:0.1|. Procedure details: Sodium hydride (704 mg, 60% in mineral oil, 17.6 mmol) was added to an ice-cooled solution of tert-butyl (3R)-3-hydroxypyrrolidine-1-carboxylate (J. Med. Chem. 1998, 41(25), 4983) (5 g, 26.7 mmol) in tetrahydrofuran (100 ml), and the mixture was allowed to warm to room temperature and stirred for 20 minutes. tert-Butyl bromoacetate (5.2 g, 26.7 mmol) was added and the mixture was heated under reflux for 18 hours, then cooled and concentrated under reduced pressure. The residue was partitioned be...